From a dataset of the Open Reaction Database (ORD), a public repository of structured organic reaction records. describe an organic reaction: reactants, conditions, products, and yield Starting materials: [Li]CCCC, COP(C)(=O)OC, CCCCCC, CC(=O)O, C1CCOC1, O=[PH]([O-])[O-], COC(=O)CCc1ccco1. Product: COP(=O)(CC(=O)CCc1ccco1)OC. As a reaction SMILES: [CH2:12]([Li:13])[CH2:14][CH2:15][CH3:16].[CH3:1][P:2]([O:3][CH3:4])([O:5][CH3:6])=[O:7].[CH3:28][CH2:29][CH2:30][CH2:31][CH2:32][CH3:33].[CH3:34][C:35](=[O:36])[OH:37].[O:38]1[CH2:39][CH2:40][CH2:41][CH2:42]1.[PH:8](=[O:9])([O-:10])[O-:11].[o:17]1[c:18]([CH2:22][CH2:23][C:24](=[O:25])[O:26][CH3:27])[cH:19][cH:20][cH:21]1>>[CH2:1]([P:2]([O:3][CH3:4])([O:5][CH3:6])=[O:7])[C:24]([CH2:23][CH2:22][c:18]1[o:17][cH:21][cH:20][cH:19]1)=[O:25]. Starting materials: CON(C(=O)C1=CN=NC=C1)C (N-methoxy-N-methylpyridazine-4-carboxamide), Intermediate 29, C(C)[Mg]Br (Ethylmagnesium bromide), BrC1=CN=CN1C (5-bromo-1-methyl-1H-imidazole). The solvent is C(Cl)Cl (DCM). Run at time 15 minute. The product is CN1C=NC=C1C(=O)C1=CN=NC=C1 ((1-Methyl-1H-imidazol-5-yl)(pyridazin-4-yl)methanone), CN1C=NC=C1 (1-methyl-1H-imidazole). Reaction SMILES: C([Mg]Br)C.Br[C:6]1[N:10]([CH3:11])[CH:9]=[N:8][CH:7]=1.CON(C)[C:15]([C:17]1[CH:22]=[CH:21][N:20]=[N:19][CH:18]=1)=[O:16]>C(Cl)Cl>[CH3:11][N:10]1[C:6]([C:15]([C:17]2[CH:22]=[CH:21][N:20]=[N:19][CH:18]=2)=[O:16])=[CH:7][N:8]=[CH:9]1.[CH3:11][N:10]1[CH:6]=[CH:7][N:8]=[CH:9]1. Procedure: Ethylmagnesium bromide (3 M in Et2O, 1.04 mL, 3.11 mmol) was added dropwise to a solution of 5-bromo-1-methyl-1H-imidazole (500 mg, 3.11 mmol) in DCM (6 mL) under a nitrogen atmosphere. The mixture was stirred at room temperature 15 min, then was cooled in an ice bath prior to addition of N-methoxy-N-methylpyridazine-4-carboxamide (419 mg, 2.51 mmol, Intermediate 29, step a). The resulting suspension was stirred at room temperature for 2 hours. The reaction was quenched by addition of saturated ...